This data is from the Open Reaction Database (ORD), a public repository of structured organic reaction records. The task is: describe an organic reaction: reactants, conditions, products, and yield Reactants: COC1=C(C=C2C(=NC=NC2=C1)N)[N+](=O)[O-] (7-methoxy-6-nitroquinazolin-4-ylamine), CN (methylamine). Yields the product COC1=C(C=C2C(=NC=NC2=C1)N)N (7-methoxy-quinazolin-4,6-diamine). The yield is 92.0%. Reaction SMILES: [CH3:1][O:2][C:3]1[CH:12]=[C:11]2[C:6]([C:7]([NH2:13])=[N:8][CH:9]=[N:10]2)=[CH:5][C:4]=1[N+:14]([O-])=O.CN>>[CH3:1][O:2][C:3]1[CH:12]=[C:11]2[C:6]([C:7]([NH2:13])=[N:8][CH:9]=[N:10]2)=[CH:5][C:4]=1[NH2:14]. Procedure details: The procedure of Example 23 was repeated except for using 7-methoxy-6-nitroquinazolin-4-ylamine instead of 7-methoxy-6-nitroquinazolin-4-yl)methylamine in <Step 7> to obtain the title compound (158 mg, 92%). Reaction SMILES: [SH:1][C:2]1[N:3]([CH3:7])[CH:4]=[CH:5][N:6]=1.[NH2:8][C:9]1[CH:14]=[N:13][C:12]([CH3:15])=[CH:11][N:10]=1.Cl[C:17]1[C:18]2[N:26]=[C:25](Cl)[CH:24]=[CH:23][C:19]=2[N:20]=[CH:21][N:22]=1>>[CH3:7][N:3]1[CH:4]=[CH:5][N:6]=[C:2]1[S:1][C:25]1[CH:24]=[CH:23][C:19]2[N:20]=[CH:21][N:22]=[C:17]([NH:8][C:9]3[CH:14]=[N:13][C:12]([CH3:15])=[CH:11][N:10]=3)[C:18]=2[N:26]=1. Product: CN1C(=NC=C1)SC=1C=CC=2N=CN=C(C2N1)NC1=NC=C(N=C1)C (6-(1-Methylimidazol-2-yl-sulfanyl)-(5-methylpyrazin-2-yl)pyrido[3,2-d]pyrimidin-4-yl-amine). Procedure: The compound of Example 43 was manufactured by the same method as in Example 31, by a similar method thereto or by a combination of such a method with a conventional method using 2-mercapto-1-methylimidazole, 2-amino-5-methylpyrazine and 4,6-dichloropyrido-[3,2-d]pyrimidine. Reactants: compound, ClC=1C2=C(N=CN1)C=CC(=N2)Cl (4,6-dichloropyrido-[3,2-d]pyrimidine), SC=1N(C=CN1)C (2-mercapto-1-methylimidazole), NC1=NC=C(N=C1)C (2-amino-5-methylpyrazine). Reactants: CC(C)(C)OC(=O)NC(CC1CCCCC1)C1CCC(=O)O1, CCC(=O)CC, CCCCCC, CC(C)NC(C)C, [Cl-], [Li]CCCC, [NH4+], C1CCOC1. Product: CCC(O)(CC)C1CC(C(CC2CCCCC2)NC(=O)OC(C)(C)C)OC1=O. As a reaction SMILES: [C:13]([CH3:14])([CH3:15])([CH3:16])[O:17][C:18](=[O:19])[NH:20][CH:21]([CH2:22][CH:23]1[CH2:24][CH2:25][CH2:26][CH2:27][CH2:28]1)[CH:29]1[CH2:30][CH2:31][C:32](=[O:34])[O:33]1.[CH3:35][CH2:36][C:37]([CH2:38][CH3:39])=[O:40].[CH3:48][CH2:49][CH2:50][CH2:51][CH2:52][CH3:53].[CH:6]([NH:7][CH:8]([CH3:9])[CH3:10])([CH3:11])[CH3:12].[Cl-:41].[Li:1][CH2:2][CH2:3][CH2:4][CH3:5].[NH4+:42].[O:43]1[CH2:44][CH2:45][CH2:46][CH2:47]1>>[C:13]([CH3:14])([CH3:15])([CH3:16])[O:17][C:18](=[O:19])[NH:20][CH:21]([CH2:22][CH:23]1[CH2:24][CH2:25][CH2:26][CH2:27][CH2:28]1)[CH:29]1[CH2:30][CH:31]([C:37]([CH2:36][CH3:35])([CH2:38][CH3:39])[OH:40])[C:32](=[O:34])[O:33]1. Reactants: CCN(C(C)C)C(C)C (DIPEA), C1(=CC=CC=C1)C1=CC(=NO1)C(=O)NCC(=O)O ([(5-phenyl-isoxazole-3-carbonyl)-amino]-acetic acid), Cl.FC1=C(OC2CNCC2)C=C(C=C1)F (3-(2,5-difluoro-phenoxy)-pyrrolidine hydrochloride), C=1C=CC2=C(C1)N=NN2O (HOBt), CCN=C=NCCCN(C)C (EDCI), Intermediate 15. Solvent: CN(C)C=O (DMF). Run at time 2 minute. Product: FC1=C(OC2CN(CC2)C(CNC(=O)C2=NOC(=C2)C2=CC=CC=C2)=O)C=C(C=C1)F (5-phenyl-isoxazole-3-carboxylic acid {2-[3-(2,5-difluoro-phenoxy)-pyrrolidin-1-yl]-2-oxo-ethyl}-amide). Yield: 35.4%. As a reaction SMILES: CCN(C(C)C)C(C)C.C1C=CC2N(O)N=NC=2C=1.CCN=C=NCCCN(C)C.[C:31]1([C:37]2[O:41][N:40]=[C:39]([C:42]([NH:44][CH2:45][C:46]([OH:48])=O)=[O:43])[CH:38]=2)[CH:36]=[CH:35][CH:34]=[CH:33][CH:32]=1.Cl.[F:50][C:51]1[CH:62]=[CH:61][C:60]([F:63])=[CH:59][C:52]=1[O:53][CH:54]1[CH2:58][CH2:57][NH:56][CH2:55]1>CN(C=O)C>[F:50][C:51]1[CH:62]=[CH:61][C:60]([F:63])=[CH:59][C:52]=1[O:53][CH:54]1[CH2:58][CH2:57][N:56]([C:46](=[O:48])[CH2:45][NH:44][C:42]([C:39]2[CH:38]=[C:37]([C:31]3[CH:32]=[CH:33][CH:34]=[CH:35][CH:36]=3)[O:41][N:40]=2)=[O:43])[CH2:55]1 |f:4.5|. Procedure details: DIPEA (153.5 mg, 1.2 mmol) followed by HOBt (44.1 mg, 0.32 mmol) and EDCI (113.8 mg, 0.59 mmol) were added to a stirred solution of [(5-phenyl-isoxazole-3-carbonyl)-amino]-acetic acid (73.4 mg, 0.29 mmol) in DMF (2 mL). After 2 minutes of stirring, 3-(2,5-difluoro-phenoxy)-pyrrolidine hydrochloride (prepared by the method used for the synthesis of Intermediate 15) (70 mg, 0.29 mmol) was added and the resulting mixture was stirred at ambient temperature overnight. The reaction mixture was partiti... Starting materials: C(CC(O)(C(=O)O)CC(=O)O)(=O)O (citric acid), halide, [OH-] (hydroxide), C(C=C)Br (allyl bromide), N1=CC=CC=C1 (Pyridine). The product is C(CC(O)(C(=O)[O-])CC(=O)[O-])(=O)[O-].C(C=C)[N+]1=CC=CC=C1.C(C=C)[N+]1=CC=CC=C1.C(C=C)[N+]1=CC=CC=C1 (N-Allylpyridinium citrate). RXN SMILES: [CH2:1](Br)[CH:2]=[CH2:3].[OH-].[C:6]([OH:18])(=[O:17])[CH2:7][C:8]([CH2:13][C:14]([OH:16])=[O:15])([C:10]([OH:12])=[O:11])[OH:9].[N:19]1[CH:24]=[CH:23][CH:22]=[CH:21][CH:20]=1>>[C:6]([O-:18])(=[O:17])[CH2:7][C:8]([CH2:13][C:14]([O-:16])=[O:15])([C:10]([O-:12])=[O:11])[OH:9].[CH2:1]([N+:19]1[CH:24]=[CH:23][CH:22]=[CH:21][CH:20]=1)[CH:2]=[CH2:3].[CH2:1]([N+:19]1[CH:24]=[CH:23][CH:22]=[CH:21][CH:20]=1)[CH:2]=[CH2:3].[CH2:1]([N+:19]1[CH:24]=[CH:23][CH:22]=[CH:21][CH:20]=1)[CH:2]=[CH2:3] |f:4.5.6.7|. Procedure: Pyridine is reacted with allyl bromide; the halide intermediate is converted to the hydroxide with Rexyn 201, and then reacted with citric acid. Procedure details: To an ice-cold concentrated nitric acid (200 mL) was added slowly under stirring over a period of 20 minutes 2-methoxy-1,4-dimethylbenzene (25 g, 184 mmol). To this cold reaction mixture, sodium nitrite (38 g, 552 mmol) was added slowly in lots over a period of 1 h while maintaining the temperature below 2° C. The reaction mixture was stirred at between 0-5° C. for 5 h. The reaction mass was poured into ice-cold water (1000 mL), and the precipitated solid was filtered, washed with cold water (10... The product is CC=1C=C(C(O)=CC1)O (4-methylcatechol). The reactants are ice, COC1=C(C=CC(=C1)C)C (2-methoxy-1,4-dimethylbenzene), N(=O)[O-].[Na+] (sodium nitrite). Reaction SMILES: C[O:2][C:3]1[CH:8]=[C:7]([CH3:9])[CH:6]=[CH:5][C:4]=1C.N([O-])=[O:12].[Na+]>>[CH3:9][C:7]1[CH:8]=[C:3]([OH:2])[C:4](=[CH:5][CH:6]=1)[OH:12] |f:1.2|. The solvent is ice. Isolated yield 65.7%. Reaction conditions: temperature 2.5 celsius, time 5 hour. Reactants: C1CCOC1, NC1CCCCC1, Cc1cc(F)ccc1-c1nc(S(C)(=O)=O)nc2c1ccc(=O)n2-c1c(F)cccc1F. The product is Cc1cc(F)ccc1-c1nc(NC2CCCCC2)nc2c1ccc(=O)n2-c1c(F)cccc1F. RXN SMILES: [CH2:39]1[O:40][CH2:41][CH2:42][CH2:43]1.[CH:32]1([NH2:38])[CH2:33][CH2:34][CH2:35][CH2:36][CH2:37]1.[F:1][c:2]1[c:3](-[n:9]2[c:10](=[O:31])[cH:11][cH:12][c:13]3[c:14]2[n:15][c:16]([S:27]([CH3:28])(=[O:29])=[O:30])[n:17][c:18]3-[c:19]2[c:20]([CH3:26])[cH:21][c:22]([F:25])[cH:23][cH:24]2)[c:4]([F:8])[cH:5][cH:6][cH:7]1>>[F:1][c:2]1[c:3](-[n:9]2[c:10](=[O:31])[cH:11][cH:12][c:13]3[c:14]2[n:15][c:16]([NH:38][CH:32]2[CH2:33][CH2:34][CH2:35][CH2:36][CH2:37]2)[n:17][c:18]3-[c:19]2[c:20]([CH3:26])[cH:21][c:22]([F:25])[cH:23][cH:24]2)[c:4]([F:8])[cH:5][cH:6][cH:7]1. Reactants: CC(=S)C(c1ccccc1)C(C(C)C)N1CCCC1, CC(=S)C(c1ccccc1)C(c1ccccc1)N1CCCC1. Product: SC(c1ccccc1)C(c1ccccc1)N1CCCC1. Reaction SMILES: [CH3:1][CH:2]([CH3:3])[CH:4]([N:5]1[CH2:6][CH2:8][CH2:9][CH2:10]1)[CH:11]([c:12]1[cH:13][cH:14][cH:15][cH:16][cH:17]1)[C:18](=[S:7])[CH3:19].[c:20]1([CH:26]([CH:27]([N:28]2[CH2:29][CH2:30][CH2:31][CH2:32]2)[c:33]2[cH:34][cH:35][cH:36][cH:37][cH:38]2)[C:39](=[S:40])[CH3:41])[cH:21][cH:22][cH:23][cH:24][cH:25]1>>[SH:7][CH:26]([c:20]1[cH:21][cH:22][cH:23][cH:24][cH:25]1)[CH:27]([N:28]1[CH2:29][CH2:30][CH2:31][CH2:32]1)[c:33]1[cH:34][cH:35][cH:36][cH:37][cH:38]1. The reactants are CC(C)N(NC(=O)c1ccccc1)C(=O)COc1ccc(F)cc1Br, O=C([O-])[O-], COC(=O)c1ccccc1B(O)O, COCCOC, [Na+], [Na+]. Yields the product COC(=O)c1ccccc1-c1cc(F)ccc1OCC(=O)N(NC(=O)c1ccccc1)C(C)C. As a reaction SMILES: [Br:1][c:2]1[c:3]([O:4][CH2:5][C:6](=[O:7])[N:8]([NH:9][C:10]([c:11]2[cH:12][cH:13][cH:14][cH:15][cH:16]2)=[O:17])[CH:18]([CH3:19])[CH3:20])[cH:21][cH:22][c:23]([F:25])[cH:24]1.[C:26](=[O:27])([O-:28])[O-:29].[CH3:32][O:33][C:34](=[O:35])[c:36]1[c:37]([B:42]([OH:43])[OH:44])[cH:38][cH:39][cH:40][cH:41]1.[CH3:45][O:46][CH2:47][CH2:48][O:49][CH3:50].[Na+:30].[Na+:31]>>[c:2]1(-[c:37]2[c:36]([C:34]([O:33][CH3:32])=[O:35])[cH:41][cH:40][cH:39][cH:38]2)[c:3]([O:4][CH2:5][C:6](=[O:7])[N:8]([NH:9][C:10]([c:11]2[cH:12][cH:13][cH:14][cH:15][cH:16]2)=[O:17])[CH:18]([CH3:19])[CH3:20])[cH:21][cH:22][c:23]([F:25])[cH:24]1. Reactants: [Si](C)(C)(C(C)(C)C)OC[C@@H](C)N1C(O[C@@H](C1)COC1=CC(=CC=C1)Cl)=O (3-(2-t-butyldimethylsilyloxy-1(R)-methylethyl)-5(S)-(3-chlorophenoxymethyl)oxazolidin-2-one), [F-].C(CCC)[N+](CCCC)(CCCC)CCCC (tetrabutylammonium fluoride). The solvent is O1CCCC1 (tetrahydrofuran). Yields the product ClC=1C=C(OC[C@@H]2CN(C(O2)=O)[C@@H](CO)C)C=CC1 (2(R)-[5(S)-(3-Chlorophenoxymethyl)-2-oxooxazolidin-3-yl]propanol). The yield is 92.3%. Reaction SMILES: [Si]([O:8][CH2:9][C@H:10]([N:12]1[CH2:16][C@@H:15]([CH2:17][O:18][C:19]2[CH:24]=[CH:23][CH:22]=[C:21]([Cl:25])[CH:20]=2)[O:14][C:13]1=[O:26])[CH3:11])(C(C)(C)C)(C)C.[F-].C([N+](CCCC)(CCCC)CCCC)CCC>O1CCCC1>[Cl:25][C:21]1[CH:20]=[C:19]([CH:24]=[CH:23][CH:22]=1)[O:18][CH2:17][C@H:15]1[O:14][C:13](=[O:26])[N:12]([C@H:10]([CH3:11])[CH2:9][OH:8])[CH2:16]1 |f:1.2|. Procedure: A procedure similar to that described in Preparation was repeated, except that 0.88 g of 3-(2-t-butyldimethylsilyloxy-1(R)-methylethyl)-5(S)-(3-chlorophenoxymethyl)oxazolidin-2-one (prepared as described in Preparation 27), 6.6 ml of tetrabutylammonium fluoride (26% w/v in tetrahydrofuran) and 10 ml of anhydrous tetrahydrofuran were used, to give 0.58 g of the title compound having an Rf value of 0.45 (on silica gel thin layer chromatography, using ethyl acetate as the developing solvent) and ha...